Dataset: the Open Reaction Database (ORD), a public repository of structured organic reaction records. Task: describe an organic reaction: reactants, conditions, products, and yield Starting materials: C(C)(C)(C)N1N=CC(=C(C1=O)Cl)S (2-tert.-butyl-4-chloro-5-mercapto-3(2H)-pyridazinone), [Na] (sodium), C(C)(C)(C)C1=CC=C(C(C)Cl)C=C1 (4-tert.-butyl-α-methylbenzyl chloride). Run in CN(C=O)C (N,N-dimethylformamide). Yields the product C(C)(C)(C)N1N=CC(=C(C1=O)Cl)SC(C1=CC=C(C=C1)C(C)(C)C)C (2-tert.-butyl-4-chloro-5-(4-tert.-butyl-α-methylbenzylthio)-3(2H)-pyridazinone). Isolated yield 72.7%. RXN SMILES: [C:1]([N:5]1[C:10](=[O:11])[C:9]([Cl:12])=[C:8]([SH:13])[CH:7]=[N:6]1)([CH3:4])([CH3:3])[CH3:2].[Na].[C:15]([C:19]1[CH:27]=[CH:26][C:22]([CH:23](Cl)[CH3:24])=[CH:21][CH:20]=1)([CH3:18])([CH3:17])[CH3:16]>CN(C)C=O>[C:1]([N:5]1[C:10](=[O:11])[C:9]([Cl:12])=[C:8]([S:13][CH:23]([CH3:24])[C:22]2[CH:26]=[CH:27][C:19]([C:15]([CH3:18])([CH3:17])[CH3:16])=[CH:20][CH:21]=2)[CH:7]=[N:6]1)([CH3:4])([CH3:2])[CH3:3] |^1:13|. Procedure: By conducting a procedure similar to that in Synthesis Example 3 except using 1.5 g of 2-tert.-butyl-4-chloro-5-mercapto-3(2H)-pyridazinone, 10 ml of N,N-dimethylformamide, 1.0 g of anhydrous sodium carbonte and 1.4 g of 4-tert.-butyl-α-methylbenzyl chloride, there were obtained white needle-like crystals having the following physical properties (yield: 72.7%): Reactants: ClC=1C=CC2=C(C1)C1=NN(C=C1CS2=O)CC(=O)OCC (8-chloro-2-ethoxycarbonylmethyl-2,4-dihydro[1]benzothiopyrano[4,3-c]pyrazole 5-oxide), [OH-].[Na+] (sodium hydroxide). The solvent is CO (methanol). Conditions: time 30 minute. Yields the product C(=O)(O)CN1N=C2C(=C1)CS(C1=C2C=C(C=C1)Cl)=O (2-carboxymethyl-8-chloro-2,4-dihydro[1]benzothiopyrano[4,3-c]pyrazole 5-oxide). The yield is 28.5%. Reaction SMILES: [Cl:1][C:2]1[CH:3]=[CH:4][C:5]2[S:14](=[O:15])[CH2:13][C:12]3[C:8](=[N:9][N:10]([CH2:16][C:17]([O:19]CC)=[O:18])[CH:11]=3)[C:6]=2[CH:7]=1.[OH-].[Na+]>CO>[C:17]([CH2:16][N:10]1[CH:11]=[C:12]2[CH2:13][S:14](=[O:15])[C:5]3[CH:4]=[CH:3][C:2]([Cl:1])=[CH:7][C:6]=3[C:8]2=[N:9]1)([OH:19])=[O:18] |f:1.2|. Procedure: A mixture of 8-chloro-2-ethoxycarbonylmethyl-2,4-dihydro[1]benzothiopyrano[4,3-c]pyrazole 5-oxide (3 g) and 1N aqueous sodium hydroxide (9.25 ml) in methanol (90 ml) was stirred at ambient temperature for 30 minutes and then evaporated in vacuo. To the residue were added 1N hydrochloric acid and ethyl acetate, the insoluble material was collected by suction, and washed with water. The obtained crude product was recrystallized from a mixture of ethanol and n-hexane to give 2-carboxymethyl-8-chlor... The reactants are Cl.CCOC(=O)C (hydrogen chloride EtOAc), [H][H] (hydrogen), [H-].[Na+] (sodium hydride), [Br-].C(#N)C=1C=C(C[P+](C2=CC=CC=C2)(C2=CC=CC=C2)C2=CC=CC=C2)C=CC1 ((3-cyanobenzyl)(triphenyl)phosphonium bromide), C(=O)C1CCN(CC1)C(=O)OC(C)(C)C (tert-butyl 4-formyl-1-piperidinecarboxylate). Reagents/catalysts: [C].[Pd] (Palladium-carbon). The solvent is CCOC(=O)C (EtOAc), CCOC(=O)C (EtOAc), CN(C)C=O (DMF), CCOC(=O)C (EtOAc). Reaction conditions: time 8 hour. Yields the product Cl.N1CCC(CC1)CCC=1C=C(C#N)C=CC1 (3-[2-(4-piperidinyl)ethyl]benzonitrile hydrochloride). Reaction SMILES: [H-].[Na+].[Br-].[C:4]([C:6]1[CH:7]=[C:8]([CH:29]=[CH:30][CH:31]=1)[CH2:9][P+](C1C=CC=CC=1)(C1C=CC=CC=1)C1C=CC=CC=1)#[N:5].[CH:32]([CH:34]1[CH2:39][CH2:38][N:37](C(OC(C)(C)C)=O)[CH2:36][CH2:35]1)=O.[H][H].[ClH:49].CCOC(C)=O>CCOC(C)=O.[C].[Pd].CN(C=O)C>[ClH:49].[NH:37]1[CH2:38][CH2:39][CH:34]([CH2:32][CH2:9][C:8]2[CH:7]=[C:6]([CH:31]=[CH:30][CH:29]=2)[C:4]#[N:5])[CH2:35][CH2:36]1 |f:0.1,2.3,6.7,9.10,12.13|. Reported procedure: Under ice cooling, sodium hydride (60% oil, 141 mg) was added to a DMF (20 ml) solution of (3-cyanobenzyl)(triphenyl)phosphonium bromide (1.6 g) and tert-butyl 4-formyl-1-piperidinecarboxylate (0.75 g), followed by stirring overnight at room temperature. The reaction liquid was diluted with EtOAc, washed with water, and dried over anhydrous magnesium sulfate. The solvent was evaporated, and the resulting residue was purified by silica gel column chromatography (eluent: hexane:EtOAc=6:1 (v/v)) to... Reactants: CC1(C(=O)c2c[nH]c3ncc(-c4cccc(N5CCNCC5)c4)nc23)CCCCC1, C, Cl, O=S(=O)(Cl)Cl, c1ccncc1. The product is CC1(C(=O)c2c[nH]c3ncc(-c4cccc(N5CCN(S(C)(=O)=O)CC5)c4)nc23)CCCCC1. As a reaction SMILES: [CH3:1][C:2]1([C:8](=[O:9])[c:10]2[cH:11][nH:12][c:13]3[n:14][cH:15][c:16](-[c:19]4[cH:20][c:21]([N:25]5[CH2:26][CH2:27][NH:28][CH2:29][CH2:30]5)[cH:22][cH:23][cH:24]4)[n:17][c:18]23)[CH2:3][CH2:4][CH2:5][CH2:6][CH2:7]1.[CH4:36].[ClH:37].[S:31](=[O:32])(=[O:33])([Cl:34])[Cl:35].[cH:38]1[cH:39][cH:40][n:41][cH:42][cH:43]1>>[CH3:1][C:2]1([C:8](=[O:9])[c:10]2[cH:11][nH:12][c:13]3[n:14][cH:15][c:16](-[c:19]4[cH:20][c:21]([N:25]5[CH2:26][CH2:27][N:28]([S:31](=[O:32])(=[O:33])[CH3:36])[CH2:29][CH2:30]5)[cH:22][cH:23][cH:24]4)[n:17][c:18]23)[CH2:3][CH2:4][CH2:5][CH2:6][CH2:7]1. Reactants: O1CCCC1 (tetrahydrofuran), CS(=O)(=O)Cl (methanesulfonyl chloride), OC(=O)C(F)(F)F.BrC=1C=C2N(N=CC(=C2N[C@H]2[C@@H]([C@@H]3[C@@H](CNC3)C2)C)C(=O)N)C1 (6-bromo-4-((3aS,4R,5R,6aS)-4-methyloctahydrocyclopenta[c]pyrrol-5-ylamino)pyrrolo[1,2-b]pyridazine-3-carboxamide TFA salt), C(C)(C)N(C(C)C)CC (N,N-diisopropylethylamine). The solvent is CN(C=O)C (N,N-dimethylformamide). Run at temperature 0 celsius, time 1 hour. Yields the product N=1N2C(C=C(C1)C(=O)N)=CC=C2 (pyrrolo[1,2-b]pyridazine-3-carboxamide). Isolated yield 213.6%. As a reaction SMILES: O1CCCC1.CS(Cl)(=O)=O.OC(C(F)(F)F)=O.Br[C:19]1[CH:20]=[C:21]2[C:26](N[C@@H]3C[C@@H]4CNC[C@@H]4[C@H]3C)=[C:25]([C:37]([NH2:39])=[O:38])[CH:24]=[N:23][N:22]2[CH:40]=1.C(N(CC)C(C)C)(C)C>CN(C)C=O>[N:23]1[N:22]2[CH:40]=[CH:19][CH:20]=[C:21]2[CH:26]=[C:25]([C:37]([NH2:39])=[O:38])[CH:24]=1 |f:2.3|. Reported procedure: A 1 mL tetrahydrofuran solution of methanesulfonyl chloride (41.9 mg, 0.366 mmol) was added to a solution of 6-bromo-4-((3aS,4R,5R,6aS)-4-methyloctahydrocyclopenta[c]pyrrol-5-ylamino)pyrrolo[1,2-b]pyridazine-3-carboxamide TFA salt (150 mg, 0.305 mmol) and N,N-diisopropylethylamine (0.266 mL, 1.523 mmol) in N,N-dimethylformamide (2 mL) at 0° C. After stirring for 1 h at 0° C., the mixture was quenched with saturated sodium bicarbonate (5 mL), diluted with ethyl acetate (80 ml), washed with water,... Yields the product Cn1c(=O)oc2ccc(-c3ccc(CC(C#N)NC(=O)C4(N)CCOCC4)cc3)cc21. The reactants are Cn1c(=O)oc2ccc(-c3ccc(CC(C#N)NC(=O)C4(NC(=O)OC(C)(C)C)CCOCC4)cc3)cc21, O=CO. RXN SMILES: [C:1](#[N:2])[CH:3]([CH2:4][c:5]1[cH:6][cH:7][c:8](-[c:11]2[cH:12][cH:13][c:14]3[c:15]([n:16]([CH3:20])[c:17](=[O:19])[o:18]3)[cH:21]2)[cH:9][cH:10]1)[NH:22][C:23](=[O:24])[C:25]1([NH:31][C:32](=[O:33])[O:34][C:35]([CH3:36])([CH3:37])[CH3:38])[CH2:26][CH2:27][O:28][CH2:29][CH2:30]1.[CH:39]([OH:40])=[O:41]>>[C:1](#[N:2])[CH:3]([CH2:4][c:5]1[cH:6][cH:7][c:8](-[c:11]2[cH:12][cH:13][c:14]3[c:15]([n:16]([CH3:20])[c:17](=[O:19])[o:18]3)[cH:21]2)[cH:9][cH:10]1)[NH:22][C:23](=[O:24])[C:25]1([NH2:31])[CH2:26][CH2:27][O:28][CH2:29][CH2:30]1. Starting materials: II, solution A, solid, [OH-].[Na+] (sodium hydroxide), C(CCCCCCCCCCCCCCC)(=O)O (palmitic acid), 1L. Procedure details: In the preparation of Types I & II silver palmitate, solution A was first prepared by adding 0.15 moles of solid sodium hydroxide to a dispersion of 0.1575 moles and 0.176 moles of palmitic acid respectively in 1L of deionized water at 68° C. thereby producing a solution of sodium palmitate with a pH of ca. 9. Solution B, 250 mL of 0.6M aqueous silver nitrate acidified 4 g of 65% nitric acid at a temperature of 58° C., was then added with vigorous stirring to solution A in 15 s while maintaining... The reagents and catalysts are C(CCCCCCCCCCCCCCC)(=O)[O-].[Ag+] (silver palmitate). Product: C(CCCCCCCCCCCCCCC)(=O)[O-].[Na+] (sodium palmitate). Run in O (water). Reaction SMILES: [OH-].[Na+:2].[C:3]([OH:20])(=[O:19])[CH2:4][CH2:5][CH2:6][CH2:7][CH2:8][CH2:9][CH2:10][CH2:11][CH2:12][CH2:13][CH2:14][CH2:15][CH2:16][CH2:17][CH3:18]>C([O-])(=O)CCCCCCCCCCCCCCC.[Ag+].O>[C:3]([O-:20])(=[O:19])[CH2:4][CH2:5][CH2:6][CH2:7][CH2:8][CH2:9][CH2:10][CH2:11][CH2:12][CH2:13][CH2:14][CH2:15][CH2:16][CH2:17][CH3:18].[Na+:2] |f:0.1,3.4,6.7|. Starting materials: ethyl glycine ester hydrochloride, CCN(C(C)C)C(C)C (DIPEA), C(C1=CC=CC=C1)(=O)O (benzoic acid), CN(C)C=O (DMF), C=1C=CC2=C(C1)N=NN2O (HOBT), CCN=C=NCCCN(C)C.Cl (EDCI.HCl). The solvent is O (Water). Run at time 8 hour. The product is C(C)OC(CNC(C1=CC=CC=C1)=O)=O (Benzoylamino-acetic acid ethyl ester). The yield is 53.0%. As a reaction SMILES: CCN([CH:7]([CH3:9])C)C(C)C.[C:10]([OH:18])(=[O:17])[C:11]1C=CC=CC=1.[CH:19]1[CH:20]=[CH:21][C:22]2N(O)N=N[C:23]=2[CH:24]=1.CCN=C=NCCCN(C)C.Cl.C[N:42]([CH:44]=[O:45])C>O>[CH2:7]([O:18][C:10](=[O:17])[CH2:11][NH:42][C:44](=[O:45])[C:23]1[CH:22]=[CH:21][CH:20]=[CH:19][CH:24]=1)[CH3:9] |f:3.4|. Procedure: DIPEA (0.425 mL, 2.46 mmol) was added to a stirred solution of benzoic acid (100 mg, 0.82 mmol) in DMF (2 mL). HOBT (132 mg, 0.98 mmol) and EDCI.HCl (188 mg, 0.98) were then added, followed by the addition of ethyl glycine ester hydrochloride (0.82 mmol) at room temperature. The resulting mixture was stirred at room temperature overnight. Water was then added, and the product was extracted with EtOAc. The organic layer was washed with brine, dried over Na2SO4 and concentrated under reduced press... Starting materials: C#CCNC(=O)OC(C)(C)C, C1CCOC1, Cl, [Cu]I, Fc1cccc(Cn2ncc3cc(Nc4ncnc5ccc(I)cc45)ccc32)c1, c1ccc(P(c2ccccc2)(c2ccccc2)[Pd](P(c2ccccc2)(c2ccccc2)c2ccccc2)(P(c2ccccc2)(c2ccccc2)c2ccccc2)P(c2ccccc2)(c2ccccc2)c2ccccc2)cc1. Yields the product CC(C)(C)OC(=O)NCC#Cc1ccc2ncnc(Nc3ccc4c(cnn4Cc4cccc(F)c4)c3)c2c1. RXN SMILES: [C:31]([CH3:32])([CH3:33])([CH3:34])[O:35][C:36]([NH:37][CH2:38][C:39]#[CH:40])=[O:41].[CH2:42]1[O:43][CH2:44][CH2:45][CH2:46]1.[ClH:1].[Cu:124][I:125].[F:2][c:3]1[cH:4][c:5]([CH2:6][n:7]2[n:8][cH:9][c:10]3[cH:11][c:12]([NH:16][c:17]4[n:18][cH:19][n:20][c:21]5[cH:22][cH:23][c:24]([I:27])[cH:25][c:26]45)[cH:13][cH:14][c:15]23)[cH:28][cH:29][cH:30]1.[cH:47]1[cH:48][cH:49][c:50]([P:51]([Pd:52]([P:53]([c:54]2[cH:55][cH:56][cH:57][cH:58][cH:59]2)([c:60]2[cH:61][cH:62][cH:63][cH:64][cH:65]2)[c:66]2[cH:67][cH:68][cH:69][cH:70][cH:71]2)([P:72]([c:73]2[cH:74][cH:75][cH:76][cH:77][cH:78]2)([c:79]2[cH:80][cH:81][cH:82][cH:83][cH:84]2)[c:85]2[cH:86][cH:87][cH:88][cH:89][cH:90]2)[P:91]([c:92]2[cH:93][cH:94][cH:95][cH:96][cH:97]2)([c:98]2[cH:99][cH:100][cH:101][cH:102][cH:103]2)[c:104]2[cH:105][cH:106][cH:107][cH:108][cH:109]2)([c:110]2[cH:111][cH:112][cH:113][cH:114][cH:115]2)[c:116]2[cH:117][cH:118][cH:119][cH:120][cH:121]2)[cH:122][cH:123]1>>[F:2][c:3]1[cH:4][c:5]([CH2:6][n:7]2[n:8][cH:9][c:10]3[cH:11][c:12]([NH:16][c:17]4[n:18][cH:19][n:20][c:21]5[cH:22][cH:23][c:24]([C:40]#[C:39][CH2:38][NH:37][C:36]([O:35][C:31]([CH3:32])([CH3:33])[CH3:34])=[O:41])[cH:25][c:26]45)[cH:13][cH:14][c:15]23)[cH:28][cH:29][cH:30]1.